From a dataset of the Open Reaction Database (ORD), a public repository of structured organic reaction records. describe an organic reaction: reactants, conditions, products, and yield Starting materials: FC1=CC=C(C=C1)C1=NC2=CC=C(C=C2N=C1N1[C@@H](CCC1)C)C(=O)OC ((R)-methyl 2-(4-fluorophenyl)-3-(2-methylpyrrolidin-1-yl)quinoxaline-6-carboxylate), [OH-].[Na+] (sodium hydroxide), Cl (HCl). Solvent: CO (methanol), O (water), O (water). Run at time 8 hour. Product: FC1=CC=C(C=C1)C1=NC2=CC=C(C=C2N=C1N1[C@@H](CCC1)C)C(=O)O ((R)-2-(4-fluorophenyl)-3-(2-methylpyrrolidin-1-yl)quinoxaline-6-carboxylic acid). Isolated yield 32.0%. Reaction SMILES: [F:1][C:2]1[CH:7]=[CH:6][C:5]([C:8]2[C:17]([N:18]3[CH2:22][CH2:21][CH2:20][C@H:19]3[CH3:23])=[N:16][C:15]3[C:10](=[CH:11][CH:12]=[C:13]([C:24]([O:26]C)=[O:25])[CH:14]=3)[N:9]=2)=[CH:4][CH:3]=1.[OH-].[Na+].Cl>CO.O>[F:1][C:2]1[CH:7]=[CH:6][C:5]([C:8]2[C:17]([N:18]3[CH2:22][CH2:21][CH2:20][C@H:19]3[CH3:23])=[N:16][C:15]3[C:10](=[CH:11][CH:12]=[C:13]([C:24]([OH:26])=[O:25])[CH:14]=3)[N:9]=2)=[CH:4][CH:3]=1 |f:1.2|. Procedure: To a solution of (R)-methyl 2-(4-fluorophenyl)-3-(2-methylpyrrolidin-1-yl)quinoxaline-6-carboxylate (95 mg, 0.26 mmol) in methanol (50 mL) was added sodium hydroxide (95 mg, 2.38 mmol) and water (2 mL). After stirring overnight at room temperature, the reaction mixture was concentrated under reduced pressure to afford a residue, which was dissolved in water (10 mL), adjusted to pH 6 with HCl (3N), and filtered to give (R)-2-(4-fluorophenyl)-3-(2-methylpyrrolidin-1-yl)quinoxaline-6-carboxylic aci... The reactants are [N+](=O)([O-])C=1C=NC2=CC=CN=C2C1NCC1(CCOCC1)O (4-[(3-nitro[1,5]naphthyridin-4-ylamino)methyl]tetrahydropyran-4-ol). Reagents/catalysts: [Pt] (platinum on carbon). Run in C(C)(=O)OCC (ethyl acetate). Product: NC=1C=NC2=CC=CN=C2C1NCC1(CCOCC1)O (4-[(3-amino[1,5]naphthyridin-4-ylamino)methyl]tetrahydropyran-4-ol). Yield: 115.1%. As a reaction SMILES: [N+:1]([C:4]1[CH:5]=[N:6][C:7]2[C:12]([C:13]=1[NH:14][CH2:15][C:16]1([OH:22])[CH2:21][CH2:20][O:19][CH2:18][CH2:17]1)=[N:11][CH:10]=[CH:9][CH:8]=2)([O-])=O>[Pt].C(OCC)(=O)C>[NH2:1][C:4]1[CH:5]=[N:6][C:7]2[C:12]([C:13]=1[NH:14][CH2:15][C:16]1([OH:22])[CH2:21][CH2:20][O:19][CH2:18][CH2:17]1)=[N:11][CH:10]=[CH:9][CH:8]=2. Reported procedure: A mixture of 4-[(3-nitro[1,5]naphthyridin-4-ylamino)methyl]tetrahydropyran-4-ol (12.2 g), 5% platinum on carbon (1.22 g), and ethyl acetate (160 mL) was placed under hydrogen pressure (40 psi, 2.8×105 Pa) for 3 hours. The reaction mixture was filtered through a layer of CELITE filter aid and the filter cake was rinsed with 1:1 ethyl acetate:methanol (150 mL). The filtrate was concentrated under reduced pressure to provide 12.66 g of 4-[(3-amino[1,5]naphthyridin-4-ylamino)methyl]tetrahydropyran-4... The reactants are FC(C(=O)O)(F)F (Trifluoroacetic acid), C(C)(C)(C)OC(=O)N1CCC(CC1)N1C(NCC1)=O (1-(1-t-butoxycarbonylpiperidin-4-yl)imidazolidin-2-one). The solvent is ClCCl (dichloromethane). Conditions: time 8 hour. Yields the product N1CCC(CC1)N1C(NCCC1)=O (1-Piperidin-4-yltetrahydropyrimidin-2-[1H]-one), FC(C(=O)O)(F)F (trifluoroacetic acid). Reaction SMILES: [F:1][C:2]([F:7])([F:6])[C:3]([OH:5])=[O:4].C(OC([N:15]1[CH2:20][CH2:19][CH:18]([N:21]2[CH2:25][CH2:24][NH:23][C:22]2=[O:26])[CH2:17][CH2:16]1)=O)(C)(C)C>ClCCl>[NH:15]1[CH2:16][CH2:17][CH:18]([N:21]2[CH2:25][CH2:24][CH2:2][NH:23][C:22]2=[O:26])[CH2:19][CH2:20]1.[F:1][C:2]([F:7])([F:6])[C:3]([OH:5])=[O:4]. Procedure details: Trifluoroacetic acid (0.5 mL) was added to a solution of 1-(1-t-butoxycarbonylpiperidin-4-yl)imidazolidin-2-one (20 mg, 0.07 mmol) in dichloromethane (2 mL) and the reaction stirred at room temperature overnight. The reaction was concentrated in vacuo to give the title compound as its trifluoroacetic acid salt (12 mg). RXN SMILES: [Br:22][CH2:23][C:24](=[O:25])[Cl:26].[CH2:28]([O:29][CH2:30][CH3:31])[CH3:32].[ClH:27].[c:1]1([C:7]2([c:16]3[cH:17][cH:18][cH:19][cH:20][cH:21]3)[C:8](=[O:15])[N:9]([CH2:13][OH:14])[C:10](=[O:12])[NH:11]2)[cH:2][cH:3][cH:4][cH:5][cH:6]1>>[c:1]1([C:7]2([c:16]3[cH:17][cH:18][cH:19][cH:20][cH:21]3)[C:8](=[O:15])[N:9]([CH2:13][O:14][C:24]([CH2:23][Br:22])=[O:25])[C:10](=[O:12])[NH:11]2)[cH:2][cH:3][cH:4][cH:5][cH:6]1. Reactants: O=C(Cl)CBr, CCOCC, Cl, O=C1NC(c2ccccc2)(c2ccccc2)C(=O)N1CO. Yields the product O=C(CBr)OCN1C(=O)NC(c2ccccc2)(c2ccccc2)C1=O. Reactants: peptide, ClC=1C(=NC=C(C1)Cl)C=1C(=NC(=CC1)C(=O)OC)C1=CC(=C(C=C1)Cl)OCCCN(C)C (methyl 3,5-dichloro-2′-{4-chloro-3-[3-(dimethylamino)propoxy]phenyl}-2,3′-bipyridine-6′-carboxylate), NC1(CCCCC1)C(=O)O (2-aminocyclohexane-2-carboxylic acid). The product is Cl.ClC=1C(=NC=C(C1)Cl)C=1C(=NC(=CC1)C(=O)NC1(CCCCC1)C(=O)O)C1=CC(=C(C=C1)Cl)OCCCN(C)C (1-{[(3,5-dichloro-2′-{4-chloro-3-[3-(dimethylamino)propoxy]phenyl}-2,3′-bipyridin-6′-yl)carbonyl]amino}cyclohexanecarboxylic acid hydrochloride). The yield is 96.3%. Reaction SMILES: [Cl:1][C:2]1[C:3]([C:9]2[C:10]([C:19]3[CH:24]=[CH:23][C:22]([Cl:25])=[C:21]([O:26][CH2:27][CH2:28][CH2:29][N:30]([CH3:32])[CH3:31])[CH:20]=3)=[N:11][C:12]([C:15](OC)=[O:16])=[CH:13][CH:14]=2)=[N:4][CH:5]=[C:6]([Cl:8])[CH:7]=1.[NH2:33][C:34]1([C:40]([OH:42])=[O:41])[CH2:39][CH2:38][CH2:37][CH2:36][CH2:35]1>>[ClH:1].[Cl:1][C:2]1[C:3]([C:9]2[C:10]([C:19]3[CH:24]=[CH:23][C:22]([Cl:25])=[C:21]([O:26][CH2:27][CH2:28][CH2:29][N:30]([CH3:31])[CH3:32])[CH:20]=3)=[N:11][C:12]([C:15]([NH:33][C:34]3([C:40]([OH:42])=[O:41])[CH2:39][CH2:38][CH2:37][CH2:36][CH2:35]3)=[O:16])=[CH:13][CH:14]=2)=[N:4][CH:5]=[C:6]([Cl:8])[CH:7]=1 |f:2.3|. Procedure: According to the saponification/peptide coupling steps described in examples 1.7 and 1.8 respectively, starting from 1.8 g (3.62 mmol) of methyl 3,5-dichloro-2′-{4-chloro-3-[3-(dimethylamino)propoxy]phenyl}-2,3′-bipyridine-6′-carboxylate and 472 mg (3.3 mmol) of 2-aminocyclohexane-2-carboxylic acid, we obtain 1.12 g of 1-{[(3,5-dichloro-2′-{4-chloro-3-[3-(dimethylamino)propoxy]phenyl}-2,3′-bipyridin-6′-yl)carbonyl]amino}cyclohexanecarboxylic acid hydrochloride in the form of white powder. The reactants are CCOC(=O)NC, CC(C)Oc1ccccc1O, CC(Cl)Cl, O=P(Cl)(Cl)Cl. Yields the product CNC(=O)Oc1ccccc1OC(C)C. RXN SMILES: [CH3:12][NH:13][C:14]([O:15][CH2:17][CH3:18])=[O:16].[CH3:1][CH:2]([CH3:3])[O:4][c:5]1[cH:6][cH:7][cH:8][cH:9][c:10]1[OH:11].[Cl:24][CH:25]([Cl:26])[CH3:27].[P:19]([Cl:20])([Cl:21])([Cl:22])=[O:23]>>[CH3:1][CH:2]([CH3:3])[O:4][c:5]1[cH:6][cH:7][cH:8][cH:9][c:10]1[O:11][C:14]([NH:13][CH3:12])=[O:15]. Reactants: O=C(Cl)Cl, ClCCl, Clc1csc2ccccc12, Cl, Cl, [Na+], [OH-], NCCn1cncn1. Product: O=C(NCCn1cncn1)c1sc2ccccc2c1Cl. RXN SMILES: [C:13](=[O:14])([Cl:15])[Cl:16].[CH2:27]([Cl:28])[Cl:29].[Cl:17][c:18]1[c:19]2[c:20]([s:21][cH:22]1)[cH:23][cH:24][cH:25][cH:26]2.[ClH:1].[ClH:2].[Na+:12].[OH-:11].[n:3]1([CH2:8][CH2:9][NH2:10])[n:4][cH:5][n:6][cH:7]1>>[n:3]1([CH2:8][CH2:9][NH:10][C:13](=[O:14])[c:22]2[c:18]([Cl:17])[c:19]3[c:20]([s:21]2)[cH:23][cH:24][cH:25][cH:26]3)[n:4][cH:5][n:6][cH:7]1. The reactants are C[O-].[Na+] (sodium methoxide), C(#N)CC(=O)N (cyanoacetamide), ClC1=C(C=CC=C1)C(C=O)=CN(C)C (2-(2-chlorophenyl)-3-(dimethylamino)-2-propenal). Run in CO (methanol). The product is ClC1=C(C=CC=C1)C=1C=C(C(NC1)=O)C#N (5-(2-Chlorophenyl)-1,2-dihydro-2-oxo-3-pyridinecarbonitrile). As a reaction SMILES: C[O-].[Na+].[C:4]([CH2:6][C:7]([NH2:9])=[O:8])#[N:5].[Cl:10][C:11]1[CH:16]=[CH:15][CH:14]=[CH:13][C:12]=1[C:17](=[CH:20]N(C)C)[CH:18]=O>CO>[Cl:10][C:11]1[CH:16]=[CH:15][CH:14]=[CH:13][C:12]=1[C:17]1[CH:20]=[C:6]([C:4]#[N:5])[C:7](=[O:8])[NH:9][CH:18]=1 |f:0.1|. Procedure: In the manner described in Example 6, a solution of 48.6 g. of sodium methoxide and 42.0 g. of cyanoacetamide in 1000 ml. of methanol and 93.6 g. of 2-(2-chlorophenyl)-3-(dimethylamino)-2-propenal is refluxed for 16 hours to yield 30.0 g. of a tan solid. The solid is recrystallized from ethanol to yield the product of the Example as white needles, m.p. 252°-254° C. Reactants: C(C)(C)(C)C1=CC(=NO1)NC1=NC(=NC=C1)Cl ((5-t-Butyl-isoxazol-3-yl)-(2-chloro-pyrimidin-4-yl)-amine), CC1=C(N)C=C(C(=C1)OC)OC (2-methyl-4,5-dimethoxyaniline), C(=O)(O)[O-].[Na+] (NaHCO3), O (H2O). Solvent: CS(=O)C (DMSO), C(Cl)Cl (CH2Cl2). Reaction conditions: temperature 110 celsius. The product is C(C)(C)(C)C1=CC(=NO1)NC1=NC(=NC=C1)NC1=C(C=C(C(=C1)OC)OC)C (N4-(5-t-Butyl-isoxazol-3-yl)-N2-(4,5-dimethoxy-2-methyl-phenyl)-pyrimidine-2,4-diamine). Reaction SMILES: [C:1]([C:5]1[O:9][N:8]=[C:7]([NH:10][C:11]2[CH:16]=[CH:15][N:14]=[C:13](Cl)[N:12]=2)[CH:6]=1)([CH3:4])([CH3:3])[CH3:2].[CH3:18][C:19]1[CH:25]=[C:24]([O:26][CH3:27])[C:23]([O:28][CH3:29])=[CH:22][C:20]=1[NH2:21].C([O-])(O)=O.[Na+].O>CS(C)=O.C(Cl)Cl>[C:1]([C:5]1[O:9][N:8]=[C:7]([NH:10][C:11]2[CH:16]=[CH:15][N:14]=[C:13]([NH:21][C:20]3[CH:22]=[C:23]([O:28][CH3:29])[C:24]([O:26][CH3:27])=[CH:25][C:19]=3[CH3:18])[N:12]=2)[CH:6]=1)([CH3:4])([CH3:3])[CH3:2] |f:2.3|. Reported procedure: To a slurry of (5-L-butyl-isoxazol-3-yl)-(2-chloro-pyrimidin-4-yl)-amine (0.110 g, 0.435 mmol, Step A) in DMSO (0.110 mL) was added 2-methyl-4,5-dimethoxyaniline (0.073 g, 0.435 mmol). The mixture was heated in a sealed tube at 110° C. for 90 min until TLC indicated the disappearance of starting materials. The mixture was taken up in CH2Cl2 (5 mL) followed by the addition of NaHCO3 (aq., sat. 1 mL) and H2O (5 mL). Extraction with CH2Cl2 (5×5 mL), followed by drying with MgSO4 and filtration yiel... Reactants: CO, CC(=O)O, NNc1ccccc1, CC(O)C(O)C(O)C=O. Reaction SMILES: [CH3:10][OH:11].[CH3:20][C:21](=[O:22])[OH:23].[NH2:12][NH:13][c:14]1[cH:15][cH:16][cH:17][cH:18][cH:19]1.[O:1]=[CH:2][CH:3]([OH:4])[CH:5]([OH:6])[CH:7]([OH:8])[CH3:9]>>[CH:2]([CH:3]([OH:4])[CH:5]([OH:6])[CH:7]([OH:8])[CH3:9])=[N:12][NH:13][c:14]1[cH:15][cH:16][cH:17][cH:18][cH:19]1. The product is CC(O)C(O)C(O)C=NNc1ccccc1.